From a dataset of the Open Reaction Database (ORD), a public repository of structured organic reaction records. describe an organic reaction: reactants, conditions, products, and yield The reactants are O=C([O-])[O-], O=C([O-])O, CI, C=C(Oc1cc(-n2c(=O)cc(C(F)(F)F)[nH]c2=O)c(F)cc1Cl)C(=O)OC, Cl, [K+], [K+], [Na+], CN(C)C=O. Yields the product C=C(Oc1cc(-n2c(=O)cc(C(F)(F)F)n(C)c2=O)c(F)cc1Cl)C(=O)OC. As a reaction SMILES: [C:30](=[O:31])([O-:32])[O-:33].[C:37](=[O:38])([OH:39])[O-:40].[CH3:1][I:2].[Cl:3][c:4]1[cH:5][c:6]([F:29])[c:7](-[n:17]2[c:18](=[O:28])[nH:19][c:20]([C:24]([F:25])([F:26])[F:27])[cH:21][c:22]2=[O:23])[cH:8][c:9]1[O:10][C:11](=[CH2:12])[C:13](=[O:14])[O:15][CH3:16].[ClH:36].[K+:34].[K+:35].[Na+:41].[O:42]=[CH:43][N:44]([CH3:45])[CH3:46]>>[Cl:3][c:4]1[cH:5][c:6]([F:29])[c:7](-[n:17]2[c:18](=[O:28])[n:19]([CH3:30])[c:20]([C:24]([F:25])([F:26])[F:27])[cH:21][c:22]2=[O:23])[cH:8][c:9]1[O:10][C:11](=[CH2:12])[C:13](=[O:14])[O:15][CH3:16]. Starting materials: COC(CC(C(C)=O)Br)=O (3-bromo4-oxo-pentanoic acid methyl ester), [N-]=[N+]=[N-].[Na+] (sodium azide). The solvent is O (water), CN(C)C=O (DMF). Product: COC(CC(C(C)=O)N=[N+]=[N-])=O (3-azido-4-oxo-pentanoic acid methyl ester). The yield is 58.6%. As a reaction SMILES: [CH3:1][O:2][C:3](=[O:10])[CH2:4][CH:5](Br)[C:6](=[O:8])[CH3:7].[N-:11]=[N+:12]=[N-:13].[Na+]>CN(C=O)C.O>[CH3:1][O:2][C:3](=[O:10])[CH2:4][CH:5]([N:11]=[N+:12]=[N-:13])[C:6](=[O:8])[CH3:7] |f:1.2|. Procedure details: To a solution of 2.23 g (10.67 mmol) of 3-bromo4-oxo-pentanoic acid methyl ester in 11 mL of DMF at 0° C. was added 690 mg (10.67 mmol) of sodium azide. After warming to RT over 2.5 h, the reaction was diluted with water and extracted with diethyl ether/hexane (1:1). The layers were separated, the organics dried (Na2SO4), and the solvent removed in vacuo. The residue was purified by silica gel chromatography using diethyl ether/hexane (gradient of 1:4 to 2:3) to give 1.07 g (58% yield ) of the t... Starting materials: O=C(Nc1ccc(CBr)c(C(F)(F)F)c1)C(F)(F)F, Cc1ccccc1, CCOCC, CCOP(OCC)OCC. Yields the product CCOP(=O)(Cc1ccc(NC(=O)C(F)(F)F)cc1C(F)(F)F)OCC. Reaction SMILES: [Br:11][CH2:12][c:13]1[c:14]([C:26]([F:27])([F:28])[F:29])[cH:15][c:16]([NH:19][C:20]([C:21]([F:22])([F:23])[F:24])=[O:25])[cH:17][cH:18]1.[CH3:30][c:31]1[cH:32][cH:33][cH:34][cH:35][cH:36]1.[CH3:37][CH2:38][O:39][CH2:40][CH3:41].[P:1]([O:2][CH2:3][CH3:4])([O:5][CH2:6][CH3:7])[O:8][CH2:9][CH3:10]>>[P:1](=[O:2])([O:5][CH2:6][CH3:7])([O:8][CH2:9][CH3:10])[CH2:12][c:13]1[c:14]([C:26]([F:27])([F:28])[F:29])[cH:15][c:16]([NH:19][C:20]([C:21]([F:22])([F:23])[F:24])=[O:25])[cH:17][cH:18]1. Starting materials: ClC1=C(CNC2=NC=C(C(=N2)NCC2CCNCC2)[N+](=O)[O-])C=CC=C1 (N2-(2-Chloro-benzyl)-5-nitro-N4piperidin-4-ylmethyl-pyrimidine2,4-diamine), NCC1CCC(CC1)CNC1=NC(=NC=C1[N+](=O)[O-])NCC1=C(C=CC=C1)Cl (N4-(4-Aminomethyl-cyclohexylmethyl)-5-nitro-N2-(2-chloro-benzyl)-pyrmidine-2,4-diamine). The product is ClC1=C(CNC2=NC=C(C(=N2)NCC2CCN(CC2)C(=N)N)[N+](=O)[O-])C=CC=C1 (4-{[2-(2-chloro-benzylamino)-5-nitro-pyrimidin-4-ylamino]-methyl}-piperidine-1-carboxamidine). RXN SMILES: [Cl:1][C:2]1[CH:26]=[CH:25][CH:24]=[CH:23][C:3]=1[CH2:4][NH:5][C:6]1[N:11]=[C:10]([NH:12][CH2:13][CH:14]2[CH2:19][CH2:18][NH:17][CH2:16][CH2:15]2)[C:9]([N+:20]([O-:22])=[O:21])=[CH:8][N:7]=1.NCC1CCC(C[NH:36][C:37]2C([N+]([O-])=O)=CN=C(NCC3C=CC=CC=3Cl)[N:38]=2)CC1>>[Cl:1][C:2]1[CH:26]=[CH:25][CH:24]=[CH:23][C:3]=1[CH2:4][NH:5][C:6]1[N:11]=[C:10]([NH:12][CH2:13][CH:14]2[CH2:15][CH2:16][N:17]([C:37]([NH2:38])=[NH:36])[CH2:18][CH2:19]2)[C:9]([N+:20]([O-:22])=[O:21])=[CH:8][N:7]=1. Procedure: This compound was prepared in an analogous fashion to Example 9 using N2-(2-Chloro-benzyl)-5-nitro-N4piperidin-4-ylmethyl-pyrimidine2,4-diamine (Example 11) as a starting material in place of N4-(4-Aminomethyl-cyclohexylmethyl)-5-nitro-N2-(2-chloro-benzyl)-pyrmidine-2,4-diamine, m/z calculated for C18H23ClN8O2: 418.0 found: 419.1 (M+H)+. The reactants are C(C)(=O)C=1C(=C(N(C1C)C1=CC(=C(C=C1)O)Cl)C)C(C)=O (1-[4-acetyl-1-(3-chloro-4-hydroxy-phenyl)-2,5-dimethyl-1H-pyrrol-3-yl]-ethanone), BrCC (bromoethane), C(=O)([O-])[O-].[K+].[K+] (K2CO3). Solvent: CN(C)C=O (DMF). Conditions: temperature 50 celsius, time 1 hour. Yields the product C(C)(=O)C=1C(=C(N(C1C)C1=CC(=C(C=C1)OCC)Cl)C)C(C)=O (1-[4-acetyl-1-(3-chloro-4-ethoxy-phenyl)-2,5-dimethyl-1H-pyrrol-3-yl]-ethanone). Reaction SMILES: [C:1]([C:4]1[C:5]([C:19](=[O:21])[CH3:20])=[C:6]([CH3:18])[N:7]([C:10]2[CH:15]=[CH:14][C:13]([OH:16])=[C:12]([Cl:17])[CH:11]=2)[C:8]=1[CH3:9])(=[O:3])[CH3:2].Br[CH2:23][CH3:24].C([O-])([O-])=O.[K+].[K+]>CN(C=O)C>[C:1]([C:4]1[C:5]([C:19](=[O:21])[CH3:20])=[C:6]([CH3:18])[N:7]([C:10]2[CH:15]=[CH:14][C:13]([O:16][CH2:23][CH3:24])=[C:12]([Cl:17])[CH:11]=2)[C:8]=1[CH3:9])(=[O:3])[CH3:2] |f:2.3.4|. Procedure details: To a solution of 1-[4-acetyl-1-(3-chloro-4-hydroxy-phenyl)-2,5-dimethyl-1H-pyrrol-3-yl]-ethanone (prepared as outline in Example 57; 80 mg, 0.27 mmol) in 3 mL of dry DMF was added bromoethane (54 mg, 0.5 mmol) and K2CO3 powder (50 mg). The resulting reaction mixture was warmed to 50° C. and stirred for 1 h. It was quenched by addition of 20 mL of H2O, extracted with diethyl ether (20 mL×2). The combined organic extracts were washed with brine (50 mL), dried (MgSO4), filtered, and concentrated in... The reactants are CCCCCCCCCCCCCCCCCCCCCC(=O)O, CC(C)(C)O, [Na+], [OH-], O. Product: CCCCCCCCCCCCCCCCCCCCCC(=O)[O-], [Na+]. RXN SMILES: [CH3:1][CH2:2][CH2:3][CH2:4][CH2:5][CH2:6][CH2:7][CH2:8][CH2:9][CH2:10][CH2:11][CH2:12][CH2:13][CH2:14][CH2:15][CH2:16][CH2:17][CH2:18][CH2:19][CH2:20][CH2:21][C:22]([OH:23])=[O:24].[CH3:28][C:29]([OH:30])([CH3:31])[CH3:32].[Na+:27].[OH-:26].[OH2:25]>>[CH3:1][CH2:2][CH2:3][CH2:4][CH2:5][CH2:6][CH2:7][CH2:8][CH2:9][CH2:10][CH2:11][CH2:12][CH2:13][CH2:14][CH2:15][CH2:16][CH2:17][CH2:18][CH2:19][CH2:20][CH2:21][C:22](=[O:23])[O-:24].[Na+:27]. Starting materials: C(C)OC1=NC2=C(NC(C1)=O)C=C(C(=C2)F)F (4-ethoxy-7,8-difluoro-1,3-dihydro-benzo[b][1,4]diazepin-2-one), 3(B), C(C1=CC=CC=C1)(=O)NN (benzoic hydrazide). Run in C(C)(=O)O (acetic acid). Reaction conditions: temperature 120 celsius. The product is FC1=CC2=C(N3C(=NN=C3CC(N2)=O)C2=CC=CC=C2)C=C1F (8,9-difluoro-1-phenyl-4H,6H-2,3,6,10b-tetraaza-benzo[e]azulen-5-one). RXN SMILES: C(O[C:4]1[CH2:10][C:9](=[O:11])[NH:8][C:7]2[CH:12]=[C:13]([F:17])[C:14]([F:16])=[CH:15][C:6]=2[N:5]=1)C.[C:18]([NH:26][NH2:27])(=O)[C:19]1[CH:24]=[CH:23][CH:22]=[CH:21][CH:20]=1>C(O)(=O)C>[F:17][C:13]1[C:14]([F:16])=[CH:15][C:6]2[N:5]3[C:4]([CH2:10][C:9](=[O:11])[NH:8][C:7]=2[CH:12]=1)=[N:27][N:26]=[C:18]3[C:19]1[CH:24]=[CH:23][CH:22]=[CH:21][CH:20]=1. Reported procedure: To a solution of 4-ethoxy-7,8-difluoro-1,3-dihydro-benzo[b][1,4]diazepin-2-one (Preparation 3(B) (5.38 g, 22.4 mmol) in acetic acid (100 mL) was added benzoic hydrazide (3.11 g, 22.85 mmol). The reaction was heated to 120° C. for 18 hours and the volatiles were concentrated in vacuo. The residue was dissolved in CH2Cl2 and the organic solution was washed with aqueous NaHCO3 (1×), dried (Na2SO4), filtered and concentrated. The solid residue was triturated with a warm mixture of EtOAc and hexanes ...